The task is: describe an organic reaction: reactants, conditions, products, and yield. This data is from the Open Reaction Database (ORD), a public repository of structured organic reaction records. Starting materials: O (Water), OC1=C(C=C(C=C1)C(C)C)CN1CCN(CC1)S(=O)(=O)C1=CC=CC=C1 (1-[[2-Hydroxy-5-(1-methylethyl)phenyl]methyl]-4-(phenylsulfonyl)-piperazine), BrCC(=O)OCC (ethyl bromoacetate), C([O-])([O-])=O.[K+].[K+] (potassium carbonate). The solvent is CC(=O)C (acetone). Product: C(C)OC(COC1=C(C=C(C=C1)C(C)C)CN1CCN(CC1)S(=O)(=O)C1=CC=CC=C1)=O (Ethyl[4-(1-methylethyl)-2-[[4-(phenylsulfonyl)-1-piperazinyl]methyl]phenoxy]-acetate). As a reaction SMILES: [OH:1][C:2]1[CH:7]=[CH:6][C:5]([CH:8]([CH3:10])[CH3:9])=[CH:4][C:3]=1[CH2:11][N:12]1[CH2:17][CH2:16][N:15]([S:18]([C:21]2[CH:26]=[CH:25][CH:24]=[CH:23][CH:22]=2)(=[O:20])=[O:19])[CH2:14][CH2:13]1.Br[CH2:28][C:29]([O:31][CH2:32][CH3:33])=[O:30].C(=O)([O-])[O-].[K+].[K+].O>CC(C)=O>[CH2:32]([O:31][C:29](=[O:30])[CH2:28][O:1][C:2]1[CH:7]=[CH:6][C:5]([CH:8]([CH3:9])[CH3:10])=[CH:4][C:3]=1[CH2:11][N:12]1[CH2:17][CH2:16][N:15]([S:18]([C:21]2[CH:22]=[CH:23][CH:24]=[CH:25][CH:26]=2)(=[O:20])=[O:19])[CH2:14][CH2:13]1)[CH3:33] |f:2.3.4|. Procedure details: A mixture of the product from step (d) (244 mg), ethyl bromoacetate (0.1 ml) and potassium carbonate (185 mg) in acetone was heated under reflux for 2 days. Water was added and the mixture was extracted with diethyl ether. The organic extracts were dried (MgSO4), evaporated in vacuo and purified by chromatography (silica, petrol—ether as eluent) to give the sub-title compound (113 mg). The reactants are BrC1=CC=C(S1)C#N (5-bromothiophene-2-carbonitrile), C([O-])([O-])=O.[Na+].[Na+] (sodium carbonate), BrC1=CC(=C(C=C1)OCC(C)C)[N+](=O)[O-] (4-bromo-1-isobutoxy-2-nitrobenzene), bispinacolatodiboron, C(C)(=O)[O-].[K+] (potassium acetate). Reagents/catalysts: C=1C=CC(=CC1)[P](C=2C=CC=CC2)(C=3C=CC=CC3)[Pd]([P](C=4C=CC=CC4)(C=5C=CC=CC5)C=6C=CC=CC6)([P](C=7C=CC=CC7)(C=8C=CC=CC8)C=9C=CC=CC9)[P](C=1C=CC=CC1)(C=1C=CC=CC1)C=1C=CC=CC1 (tetrakis(triphenylphosphine)palladium), C=1C=CC(=CC1)[P](C=2C=CC=CC2)(C=3C=CC=CC3)[Pd]([P](C=4C=CC=CC4)(C=5C=CC=CC5)C=6C=CC=CC6)([P](C=7C=CC=CC7)(C=8C=CC=CC8)C=9C=CC=CC9)[P](C=1C=CC=CC1)(C=1C=CC=CC1)C=1C=CC=CC1 (tetrakis(triphenylphosphine)palladium). The solvent is O (water), C(C)(=O)OCC (ethyl acetate), O1CCOCC1 (1,4-dioxane), C1(=CC=CC=C1)C (toluene). Conditions: temperature 100 celsius. Yields the product C(C(C)C)OC1=C(C=C(C=C1)C1=CC=C(S1)C#N)[N+](=O)[O-] (5-(4-isobutoxy-3-nitrophenyl)thiophene-2-carbonitrile). Yield: 49.3%. RXN SMILES: Br[C:2]1[CH:7]=[CH:6][C:5]([O:8][CH2:9][CH:10]([CH3:12])[CH3:11])=[C:4]([N+:13]([O-:15])=[O:14])[CH:3]=1.C([O-])(=O)C.[K+].Br[C:22]1[S:26][C:25]([C:27]#[N:28])=[CH:24][CH:23]=1.C(=O)([O-])[O-].[Na+].[Na+]>C1(C)C=CC=CC=1.O.C(OCC)(=O)C.C1C=CC([P]([Pd]([P](C2C=CC=CC=2)(C2C=CC=CC=2)C2C=CC=CC=2)([P](C2C=CC=CC=2)(C2C=CC=CC=2)C2C=CC=CC=2)[P](C2C=CC=CC=2)(C2C=CC=CC=2)C2C=CC=CC=2)(C2C=CC=CC=2)C2C=CC=CC=2)=CC=1.O1CCOCC1>[CH2:9]([O:8][C:5]1[CH:6]=[CH:7][C:2]([C:22]2[S:26][C:25]([C:27]#[N:28])=[CH:24][CH:23]=2)=[CH:3][C:4]=1[N+:13]([O-:15])=[O:14])[CH:10]([CH3:12])[CH3:11] |f:1.2,4.5.6,^1:52,54,73,92|. Procedure: Under an argon atmosphere, 1.0 g of 4-bromo-1-isobutoxy-2-nitrobenzene, 1.0 g of bispinacolatodiboron, 1.2g of potassium acetate, and 0.1 g of tetrakis(triphenylphosphine)palladium were heated at 100° C. for 4 days in toluene. Then, 658 mg of 5-bromothiophene-2-carbonitrile, 0.1 g of tetrakis(triphenylphosphine)palladium, 10 ml of 1,4-dioxane, and 12 ml of a 2 M aqueous sodium carbonate solution were added thereto, followed by heating at 100° C. for 4 hours under an argon atmosphere. After the r... The reactants are [Br-], CCCc1nc(C(=O)CC)c(C#N)n1C(c1ccccc1)(c1ccccc1)c1ccccc1, C[Mg+], C1CCOC1. Yields the product CCCc1nc(C(C)(O)CC)c(C#N)n1C(c1ccccc1)(c1ccccc1)c1ccccc1. As a reaction SMILES: [Br-:34].[C:1](#[N:2])[c:3]1[c:4]([C:30]([CH2:31][CH3:32])=[O:33])[n:5][c:6]([CH2:27][CH2:28][CH3:29])[n:7]1[C:8]([c:9]1[cH:10][cH:11][cH:12][cH:13][cH:14]1)([c:15]1[cH:16][cH:17][cH:18][cH:19][cH:20]1)[c:21]1[cH:22][cH:23][cH:24][cH:25][cH:26]1.[CH3:35][Mg+:36].[O:37]1[CH2:38][CH2:39][CH2:40][CH2:41]1>>[C:1](#[N:2])[c:3]1[c:4]([C:30]([CH2:31][CH3:32])([OH:33])[CH3:35])[n:5][c:6]([CH2:27][CH2:28][CH3:29])[n:7]1[C:8]([c:9]1[cH:10][cH:11][cH:12][cH:13][cH:14]1)([c:15]1[cH:16][cH:17][cH:18][cH:19][cH:20]1)[c:21]1[cH:22][cH:23][cH:24][cH:25][cH:26]1. The reactants are ClC1=C(C=CC(=C1)F)CNC(=O)C1N(C(NC1)=O)C (N-[(2-chloro-4-fluorophenyl)methyl]-3-methyl-2-oxo-4-imidazolidinecarboxamide), BrC=1C=NC=CC1 (3-bromopyridine), C([O-])([O-])=O.[Cs+].[Cs+] (cesium carbonate), CC1(C2=C(C(=CC=C2)P(C3=CC=CC=C3)C4=CC=CC=C4)OC5=C(C=CC=C51)P(C6=CC=CC=C6)C7=CC=CC=C7)C (Xantphos). Yields the product ClC1=C(C=CC(=C1)F)CNC(=O)C1N(C(N(C1)C=1C=NC=CC1)=O)C (N-[(2-chloro-4-fluorophenyl)methyl]-3-methyl-2-oxo-1-(3-pyridinyl)-4-imidazolidinecarboxamide). Reaction SMILES: [Cl:1][C:2]1[CH:7]=[C:6]([F:8])[CH:5]=[CH:4][C:3]=1[CH2:9][NH:10][C:11]([CH:13]1[CH2:17][NH:16][C:15](=[O:18])[N:14]1[CH3:19])=[O:12].Br[C:21]1[CH:22]=[N:23][CH:24]=[CH:25][CH:26]=1.C(=O)([O-])[O-].[Cs+].[Cs+].CC1(C)C2C(=C(P(C3C=CC=CC=3)C3C=CC=CC=3)C=CC=2)OC2C(P(C3C=CC=CC=3)C3C=CC=CC=3)=CC=CC1=2>O1CCOCC1.C(=O)([O-])O.[Na+].C1C=CC(/C=C/C(/C=C/C2C=CC=CC=2)=O)=CC=1.C1C=CC(/C=C/C(/C=C/C2C=CC=CC=2)=O)=CC=1.C1C=CC(/C=C/C(/C=C/C2C=CC=CC=2)=O)=CC=1.[Pd].[Pd]>[Cl:1][C:2]1[CH:7]=[C:6]([F:8])[CH:5]=[CH:4][C:3]=1[CH2:9][NH:10][C:11]([CH:13]1[CH2:17][N:16]([C:21]2[CH:22]=[N:23][CH:24]=[CH:25][CH:26]=2)[C:15](=[O:18])[N:14]1[CH3:19])=[O:12] |f:2.3.4,7.8,9.10.11.12.13|. Procedure: A solution of N-[(2-chloro-4-fluorophenyl)methyl]-3-methyl-2-oxo-4-imidazolidinecarboxamide (28.6 mg, 0.1 mmol) (prepared as described in Example 29) and 3-bromopyridine (15.8 mg, 0.1 mmol) in 1,4-dioxane (3 ml) was treated with cesium carbonate (81 mg, 0.25 mmol), Xantphos™ (4.3 mg, 0.075 mmol) and tris(dibenzylideneacetone)dipalladium(0) (2.3 mg, 0.025 mmol) and the mixture was heated under reflux under argon for 18 hours. After cooling to room temperature, the reaction mixture was diluted wit... Isolated yield 49.6%. The reagents and catalysts are C=1C=CC(=CC1)/C=C/C(=O)/C=C/C2=CC=CC=C2.C=1C=CC(=CC1)/C=C/C(=O)/C=C/C2=CC=CC=C2.C=1C=CC(=CC1)/C=C/C(=O)/C=C/C2=CC=CC=C2.[Pd].[Pd] (tris(dibenzylideneacetone)dipalladium(0)). Run in O1CCOCC1 (1,4-dioxane), C(O)([O-])=O.[Na+] (sodium hydrogen carbonate). Yields the product O=C1Nc2cc(Br)ccc2C12CCOCC2. Reactants: CC(C)(C)OC(=O)N1C(=O)C2(CCOCC2)c2ccc(Br)cc21, C1COCCO1, Cl. RXN SMILES: [Br:1][c:2]1[cH:3][cH:4][c:5]2[c:9]([cH:10]1)[N:8]([C:11]([O:12][C:13]([CH3:14])([CH3:15])[CH3:16])=[O:17])[C:7](=[O:18])[C:6]21[CH2:19][CH2:20][O:21][CH2:22][CH2:23]1.[CH2:25]1[O:26][CH2:27][CH2:28][O:29][CH2:30]1.[ClH:24]>>[Br:1][c:2]1[cH:3][cH:4][c:5]2[c:9]([cH:10]1)[NH:8][C:7](=[O:18])[C:6]21[CH2:19][CH2:20][O:21][CH2:22][CH2:23]1.